Task: describe an organic reaction: reactants, conditions, products, and yield. Dataset: the Open Reaction Database (ORD), a public repository of structured organic reaction records The reactants are [CH2]C, COc1cc(Oc2cccc(C(F)(F)F)c2)nc(C(=O)O)c1, NC1CC1, CN(C)C=O, O=S(Cl)Cl, c1ccccc1. Reaction SMILES: [CH2:37][CH3:38].[CH3:1][O:2][c:3]1[cH:4][c:5]([C:20](=[O:21])[OH:22])[n:6][c:7]([O:9][c:10]2[cH:11][c:12]([C:16]([F:17])([F:18])[F:19])[cH:13][cH:14][cH:15]2)[cH:8]1.[CH:33]1([NH2:36])[CH2:34][CH2:35]1.[O:39]=[CH:40][N:41]([CH3:42])[CH3:43].[S:23]([Cl:24])([Cl:25])=[O:26].[cH:27]1[cH:28][cH:29][cH:30][cH:31][cH:32]1>>[CH3:1][O:2][c:3]1[cH:4][c:5]([C:20](=[O:22])[NH:36][CH:33]2[CH2:34][CH2:35]2)[n:6][c:7]([O:9][c:10]2[cH:11][c:12]([C:16]([F:17])([F:18])[F:19])[cH:13][cH:14][cH:15]2)[cH:8]1. The product is COc1cc(Oc2cccc(C(F)(F)F)c2)nc(C(=O)NC2CC2)c1. Starting materials: CN(CCCCCCCC)CCCCCCCC (N-methyl-N,N-dioctylamine), CBr (methyl bromide). Solvent: C(C)OCC (diethyl ether). Yields the product [Br-].C[N+](CCCCCCCC)(CCCCCCCC)C (N,N-Dimethyl-N,N-dioctylammonium bromide). Reaction SMILES: [CH3:1][N:2]([CH2:11][CH2:12][CH2:13][CH2:14][CH2:15][CH2:16][CH2:17][CH3:18])[CH2:3][CH2:4][CH2:5][CH2:6][CH2:7][CH2:8][CH2:9][CH3:10].[CH3:19][Br:20]>C(OCC)C>[Br-:20].[CH3:1][N+:2]([CH3:19])([CH2:3][CH2:4][CH2:5][CH2:6][CH2:7][CH2:8][CH2:9][CH3:10])[CH2:11][CH2:12][CH2:13][CH2:14][CH2:15][CH2:16][CH2:17][CH3:18] |f:3.4|. Procedure: Following the general procedure of Example 1, 5.0 g. of N-methyl-N,N-dioctylamine was reacted with methyl bromide in diethyl ether to provide, after crystallization from diethyl ether, 6.89 g. of N,N-dimethyl-N,N-dioctylammonium bromide. Reactants: ClC1=CC=C2C=C(NC2=C1F)C1CC1 (6-chloro-2-cyclopropyl-7-fluoro-1H-indole), BrC=1C=NN(C1)CC (4-bromo-1-ethyl-1H-pyrazole), P(=O)([O-])([O-])[O-].[K+].[K+].[K+] (potassium phosphate), CNCCNC (N,N′-dimethylethylenediamine), Cu(I)I. The solvent is CCOC(=O)C (EtOAc), C1(=CC=CC=C1)C (toluene). Run at temperature 140 celsius, time 16 hour. Yields the product ClC1=CC=C2C=C(N(C2=C1F)C=1C=NN(C1)CC)C1CC1 (6-chloro-2-cyclopropyl-1-(1-ethyl-1H-pyrazol-4-yl)-7-fluoro-1H-indole). Isolated yield 62.6%. RXN SMILES: [Cl:1][C:2]1[C:10]([F:11])=[C:9]2[C:5]([CH:6]=[C:7]([CH:12]3[CH2:14][CH2:13]3)[NH:8]2)=[CH:4][CH:3]=1.Br[C:16]1[CH:17]=[N:18][N:19]([CH2:21][CH3:22])[CH:20]=1.P([O-])([O-])([O-])=O.[K+].[K+].[K+].CNCCNC>C1(C)C=CC=CC=1.CCOC(C)=O>[Cl:1][C:2]1[C:10]([F:11])=[C:9]2[C:5]([CH:6]=[C:7]([CH:12]3[CH2:14][CH2:13]3)[N:8]2[C:16]2[CH:17]=[N:18][N:19]([CH2:21][CH3:22])[CH:20]=2)=[CH:4][CH:3]=1 |f:2.3.4.5|. Procedure: To a solution of compound 3 (4.3 g, 20.5 mmol) in toluene (50 mL) were added 4-bromo-1-ethyl-1H-pyrazole 4 (4.0 g, 22.8 mmol), potassium phosphate (11.0 g, 51.2 mmol), N,N′-dimethylethylenediamine (722 mg, 8.2 mmol) and Cu(I)I (390 mg, 2.0 mmol) at RT under inert atmosphere. The reaction solution was purged with argon for 15 min and then sealed the tube. The reaction mixture was heated to 140° C. and stirred for 16 h. After completion of the reaction by TLC, the reaction mixture was cooed to RT,... Starting materials: [Br-], CCCC[N+](CCCC)(CCCC)CCCC, ClCCl, O=C(O)c1ccc(-c2nc3ccc(C4(c5ccccc5)CC4)nc3s2)c(F)c1, [N-]=[N+]=[N-], [Na+], O, O=S(Cl)Cl. Reaction SMILES: [Br-:38].[CH3:39][CH2:40][CH2:41][CH2:42][N+:43]([CH2:44][CH2:45][CH2:46][CH3:47])([CH2:48][CH2:49][CH2:50][CH3:51])[CH2:52][CH2:53][CH2:54][CH3:55].[Cl:56][CH2:57][Cl:58].[F:1][c:2]1[cH:3][c:4]([C:5](=[O:6])[OH:7])[cH:8][cH:9][c:10]1-[c:11]1[s:12][c:13]2[n:14][c:15]([C:20]3([c:23]4[cH:24][cH:25][cH:26][cH:27][cH:28]4)[CH2:21][CH2:22]3)[cH:16][cH:17][c:18]2[n:19]1.[N-:31]=[N+:32]=[N-:33].[Na+:30].[OH2:29].[S:34]([Cl:35])([Cl:36])=[O:37]>>[F:1][c:2]1[cH:3][c:4]([C:5](=[O:6])[N:31]=[N+:32]=[N-:33])[cH:8][cH:9][c:10]1-[c:11]1[s:12][c:13]2[n:14][c:15]([C:20]3([c:23]4[cH:24][cH:25][cH:26][cH:27][cH:28]4)[CH2:21][CH2:22]3)[cH:16][cH:17][c:18]2[n:19]1. Yields the product [N-]=[N+]=NC(=O)c1ccc(-c2nc3ccc(C4(c5ccccc5)CC4)nc3s2)c(F)c1. Starting materials: C(C)(C)(C)OC(=O)N(C1=NC=CC(=C1)C[C@@H]1[C@H](N(C1=O)C(=O)N[C@H](C)C1=CC=CC=C1)C(=O)NS(=O)(=O)C)C(=O)OC(C)(C)C ((2S,3R)-3-((2-bis(tert-butoxycarbonyl)aminopyridin-4-yl)methyl)-N2-(methylsulfonyl)-4-oxo-N1-((R)-1-phenylethyl)azetidine-1,2-dicarboxamide), C(=O)(C(F)(F)F)O (TFA). The solvent is ClCCl (dichloromethane). Conditions: time 1 hour. Product: NC1=NC=CC(=C1)C[C@@H]1[C@H](N(C1=O)C(=O)N[C@H](C)C1=CC=CC=C1)C(=O)NS(=O)(=O)C ((2S,3R)-3-((2-aminopyridin-4-yl)methyl)-N2-(methylsulfonyl)-4-oxo-N1-((R)-1-phenylethyl)azetidine-1,2-dicarboxamide). RXN SMILES: C(OC([N:8](C(OC(C)(C)C)=O)[C:9]1[CH:14]=[C:13]([CH2:15][C@H:16]2[C:19](=[O:20])[N:18]([C:21]([NH:23][C@@H:24]([C:26]3[CH:31]=[CH:30][CH:29]=[CH:28][CH:27]=3)[CH3:25])=[O:22])[C@@H:17]2[C:32]([NH:34][S:35]([CH3:38])(=[O:37])=[O:36])=[O:33])[CH:12]=[CH:11][N:10]=1)=O)(C)(C)C.C(O)(C(F)(F)F)=O>ClCCl>[NH2:8][C:9]1[CH:14]=[C:13]([CH2:15][C@H:16]2[C:19](=[O:20])[N:18]([C:21]([NH:23][C@@H:24]([C:26]3[CH:31]=[CH:30][CH:29]=[CH:28][CH:27]=3)[CH3:25])=[O:22])[C@@H:17]2[C:32]([NH:34][S:35]([CH3:38])(=[O:37])=[O:36])=[O:33])[CH:12]=[CH:11][N:10]=1. Reported procedure: To a solution of 95 in 1 mL dichloromethane was added 300 uL of TFA. The reaction was stirred for 1 hour and then concentrated in vacuo. The crude material was purified via reverse phase HPLC (C18, acetonitrile/water with 0.1% TFA) to yield 0.75 mg of 96. MS [M+H]+=446.0 The solvent is CO (methanol). Isolated yield 53.8%. The product is OC1=C(C=C(C=C1)/C=C/C(=O)NCCN1CCC(CC1)C1=CNC2=CC=CC=C12)OC (1-[2-{3-(4-hydroxy-3-methoxyphenyl)-(E)-propenoylamino}ethyl]-4-(3-indolyl)piperidine). Procedure: A mixture of 1-[2-[3-[3-methoxy-4-{(2-methoxyethoxy)-methoxy}phenyl]-(E)-propenoylamino]ethyl]-4-(3-indolyl)-piperidine (2 g) and p-toluenesulfonic acid monohydrate (1.05 g) in methanol (40 ml) was efluxed for 30 minutes under an inert atmosphere. After the solvent was removed under reduced pressure, the residue was treated with water (100 ml), adjusted to pH 10.0 with a sodium carbonate solution and extracted with ethyl acetate. The extract was washed with a saturated sodium chloride solution a... As a reaction SMILES: [CH3:1][O:2][C:3]1[CH:4]=[C:5](/[CH:16]=[CH:17]/[C:18]([NH:20][CH2:21][CH2:22][N:23]2[CH2:28][CH2:27][CH:26]([C:29]3[C:37]4[C:32](=[CH:33][CH:34]=[CH:35][CH:36]=4)[NH:31][CH:30]=3)[CH2:25][CH2:24]2)=[O:19])[CH:6]=[CH:7][C:8]=1[O:9]COCCOC.O.C1(C)C=CC(S(O)(=O)=O)=CC=1>CO>[OH:9][C:8]1[CH:7]=[CH:6][C:5](/[CH:16]=[CH:17]/[C:18]([NH:20][CH2:21][CH2:22][N:23]2[CH2:24][CH2:25][CH:26]([C:29]3[C:37]4[C:32](=[CH:33][CH:34]=[CH:35][CH:36]=4)[NH:31][CH:30]=3)[CH2:27][CH2:28]2)=[O:19])=[CH:4][C:3]=1[O:2][CH3:1] |f:1.2|. Reaction conditions: time 30 minute. Starting materials: COC=1C=C(C=CC1OCOCCOC)/C=C/C(=O)NCCN1CCC(CC1)C1=CNC2=CC=CC=C12 (1-[2-[3-[3-methoxy-4-{(2-methoxyethoxy)-methoxy}phenyl]-(E)-propenoylamino]ethyl]-4-(3-indolyl)-piperidine), O.C1(=CC=C(C=C1)S(=O)(=O)O)C (p-toluenesulfonic acid monohydrate). Reactants: C(C)OC(=O)C=1N(C(=C(C1C1=CC=C(C=C1)C1=NN=NN1)C#N)CC)C (4-cyano-5-ethyl-1-methyl-3-[4-(1H-tetrazol-5-yl)-phenyl]-1H-pyrrole-2-carboxylic acid ethyl ester), [H-].[Na+] (NaH), CI (methyl iodide). The solvent is CN(C)C=O (DMF), [Cl-].[Na+].O (brine). Reaction conditions: temperature 0 celsius. Yields the product C(C)OC(=O)C=1N(C(=C(C1C1=CC=C(C=C1)C1=NNN(N1)C)C#N)CC)C (4-Cyano-5-ethyl-1-methyl-3-[4-(2-methyl-1H-tetrazol-5-yl)-phenyl]-1H-pyrrole-2-carboxylic acid ethyl ester). Reaction SMILES: [CH2:1]([O:3][C:4]([C:6]1[N:7]([CH3:26])[C:8]([CH2:24][CH3:25])=[C:9]([C:22]#[N:23])[C:10]=1[C:11]1[CH:16]=[CH:15][C:14]([C:17]2[NH:21][N:20]=[N:19][N:18]=2)=[CH:13][CH:12]=1)=[O:5])[CH3:2].[H-].[Na+].[CH3:29]I>CN(C=O)C.[Cl-].[Na+].O>[CH2:1]([O:3][C:4]([C:6]1[N:7]([CH3:26])[C:8]([CH2:24][CH3:25])=[C:9]([C:22]#[N:23])[C:10]=1[C:11]1[CH:12]=[CH:13][C:14]([C:17]2[NH:18][N:19]([CH3:29])[NH:20][N:21]=2)=[CH:15][CH:16]=1)=[O:5])[CH3:2] |f:1.2,5.6.7|. Reported procedure: Into a round bottom flask containing a solution of 4-cyano-5-ethyl-1-methyl-3-[4-(1H-tetrazol-5-yl)-phenyl]-1H-pyrrole-2-carboxylic acid ethyl ester (0.116 g, 0.331 mmol, prepared in example E-242 in DMF (2 mL) cooled to 0° C. while stirring add NaH (0.015 g, 0.364 mmol, 60% in mineral oil). Let stir for 20 min, then add methyl iodide (0.022 mL, 0.364 mmol) and let stir for 3 h. Dilute the mixture with brine (20 mL) and extract the mixture with EtOAc (3×30 mL). Combine the organic layers and was... RXN SMILES: [CH3:127][O:128][CH2:129][CH2:130][O:131][CH3:132].[CH3:1][C:2]1([c:22]2[cH:23][cH:24][cH:25][cH:26][cH:27]2)[N:3]([C:15](=[O:16])[O:17][C:18]([CH3:19])([CH3:20])[CH3:21])[CH2:4][C:5]([O:7][S:8]([C:9]([F:10])([F:11])[F:12])(=[O:13])=[O:14])=[CH:6]1.[Cl-:45].[Cl:47][CH2:48][Cl:49].[F:28][c:29]1[c:30]([B:36]([OH:37])[OH:38])[cH:31][c:32]([F:35])[cH:33][cH:34]1.[Li+:46].[Na+:39].[Na+:40].[O-:41][C:42](=[O:43])[O-:44].[OH2:133].[cH:50]1[cH:51][cH:52][c:53]([P:54]([Pd:55]([P:56]([c:57]2[cH:58][cH:59][cH:60][cH:61][cH:62]2)([c:63]2[cH:64][cH:65][cH:66][cH:67][cH:68]2)[c:69]2[cH:70][cH:71][cH:72][cH:73][cH:74]2)([P:75]([c:76]2[cH:77][cH:78][cH:79][cH:80][cH:81]2)([c:82]2[cH:83][cH:84][cH:85][cH:86][cH:87]2)[c:88]2[cH:89][cH:90][cH:91][cH:92][cH:93]2)[P:94]([c:95]2[cH:96][cH:97][cH:98][cH:99][cH:100]2)([c:101]2[cH:102][cH:103][cH:104][cH:105][cH:106]2)[c:107]2[cH:108][cH:109][cH:110][cH:111][cH:112]2)([c:113]2[cH:114][cH:115][cH:116][cH:117][cH:118]2)[c:119]2[cH:120][cH:121][cH:122][cH:123][cH:124]2)[cH:125][cH:126]1>>[CH3:1][C:2]1([c:22]2[cH:23][cH:24][cH:25][cH:26][cH:27]2)[N:3]([C:15](=[O:16])[O:17][C:18]([CH3:19])([CH3:20])[CH3:21])[CH2:4][C:5]([c:30]2[c:29]([F:28])[cH:34][cH:33][c:32]([F:35])[cH:31]2)=[CH:6]1. Reactants: COCCOC, CC(C)(C)OC(=O)N1CC(OS(=O)(=O)C(F)(F)F)=CC1(C)c1ccccc1, [Cl-], ClCCl, OB(O)c1cc(F)ccc1F, [Li+], [Na+], [Na+], O=C([O-])[O-], O, c1ccc(P(c2ccccc2)(c2ccccc2)[Pd](P(c2ccccc2)(c2ccccc2)c2ccccc2)(P(c2ccccc2)(c2ccccc2)c2ccccc2)P(c2ccccc2)(c2ccccc2)c2ccccc2)cc1. The product is CC(C)(C)OC(=O)N1CC(c2cc(F)ccc2F)=CC1(C)c1ccccc1. Reactants: C(C1=CC=CC=C1)OC1=CC=C(C=C1)O (4-benzyloxyphenol), BrCCCBr (1,3-dibromopropane), C([O-])([O-])=O.[K+].[K+] (potassium carbonate). The solvent is CC(=O)C (acetone). The product is C(C1=CC=CC=C1)OC1=CC=C(C=C1)OCCCBr (1-benzyloxy-4-(3-bromopropoxy)benzene). Yield: 41.6%. As a reaction SMILES: [CH2:1]([O:8][C:9]1[CH:14]=[CH:13][C:12]([OH:15])=[CH:11][CH:10]=1)[C:2]1[CH:7]=[CH:6][CH:5]=[CH:4][CH:3]=1.[Br:16][CH2:17][CH2:18][CH2:19]Br.C(=O)([O-])[O-].[K+].[K+]>CC(C)=O>[CH2:1]([O:8][C:9]1[CH:10]=[CH:11][C:12]([O:15][CH2:19][CH2:18][CH2:17][Br:16])=[CH:13][CH:14]=1)[C:2]1[CH:3]=[CH:4][CH:5]=[CH:6][CH:7]=1 |f:2.3.4|. Reported procedure: A mixture of 4-benzyloxyphenol (50 g), 1,3-dibromopropane (101 g) and powdered anhydrous potassium carbonate (17.3 g) in acetone (500 ml) was stirred under reflux for 30 hours. The solids were removed by filtration and the filtrate was evaporated to dryness in vacuo. The residue was dissolved in 300 ml of dichloromethane and the resulting solution was washed with 10% sodium hydroxide solution to remove unreacted p-benzyloxyphenol. The dichloromethane extract was dried over potassium carbonate, c... The reactants are Cc1cc(C(=O)C=P(c2ccccc2)(c2ccccc2)c2ccccc2)ccc1Br, Cc1ccccc1, O=C(c1cc(Cl)cc(Cl)c1)C(F)(F)F. Product: Cc1cc(C(=O)C=C(c2cc(Cl)cc(Cl)c2)C(F)(F)F)ccc1Br. As a reaction SMILES: [Br:1][c:2]1[c:3]([CH3:30])[cH:4][c:5]([C:8]([CH:9]=[P:10]([c:11]2[cH:12][cH:13][cH:14][cH:15][cH:16]2)([c:17]2[cH:18][cH:19][cH:20][cH:21][cH:22]2)[c:23]2[cH:24][cH:25][cH:26][cH:27][cH:28]2)=[O:29])[cH:6][cH:7]1.[CH3:45][c:46]1[cH:47][cH:48][cH:49][cH:50][cH:51]1.[Cl:31][c:32]1[cH:33][c:34]([C:39]([C:40]([F:41])([F:42])[F:43])=[O:44])[cH:35][c:36]([Cl:38])[cH:37]1>>[Br:1][c:2]1[c:3]([CH3:30])[cH:4][c:5]([C:8]([CH:9]=[C:39]([c:34]2[cH:33][c:32]([Cl:31])[cH:37][c:36]([Cl:38])[cH:35]2)[C:40]([F:41])([F:42])[F:43])=[O:29])[cH:6][cH:7]1.